Dataset: the Open Reaction Database (ORD), a public repository of structured organic reaction records. Task: describe an organic reaction: reactants, conditions, products, and yield The reactants are O=C(Cl)CCCCCBr, COc1ccc2c(c1)N(c1ccccc1)C(CCCCBr)NC2=O, O=C([O-])[O-], COc1ccc2c(c1)N(c1ccccc1)C1CCCN1C2=O, [Cs+], [Cs+], CN(C)C=O. Product: COc1ccc2c(c1)N(c1ccccc1)C1CCCCCN1C2=O. As a reaction SMILES: [Br:23][CH2:24][CH2:25][CH2:26][CH2:27][CH2:28][C:29]([Cl:30])=[O:31].[Br:32][CH2:33][CH2:34][CH2:35][CH2:36][CH:37]1[NH:38][C:39](=[O:40])[c:41]2[c:42]([cH:43][c:44]([O:45][CH3:46])[cH:47][cH:48]2)[N:49]1[c:50]1[cH:51][cH:52][cH:53][cH:54][cH:55]1.[C:56](=[O:57])([O-:58])[O-:59].[CH3:1][O:2][c:3]1[cH:4][cH:5][c:6]2[c:11]([cH:12]1)[N:10]([c:13]1[cH:14][cH:15][cH:16][cH:17][cH:18]1)[CH:9]1[N:8]([C:7]2=[O:22])[CH2:21][CH2:20][CH2:19]1.[Cs+:60].[Cs+:61].[O:62]=[CH:63][N:64]([CH3:65])[CH3:66]>>[CH3:1][O:2][c:3]1[cH:4][cH:5][c:6]2[c:11]([cH:12]1)[N:10]([c:13]1[cH:14][cH:15][cH:16][cH:17][cH:18]1)[CH:9]1[N:8]([C:7]2=[O:22])[CH2:21][CH2:25][CH2:24][CH2:20][CH2:19]1. The reactants are COCCO, CS(C)=O, Nc1cc(Cl)c(I)cc1[N+](=O)[O-], [K+], [OH-]. Product: COCCOc1cc(N)c([N+](=O)[O-])cc1I. As a reaction SMILES: [CH3:13][O:14][CH2:15][CH2:16][OH:17].[CH3:20][S:21]([CH3:22])=[O:23].[Cl:1][c:2]1[c:3]([I:12])[cH:4][c:5]([N+:9](=[O:10])[O-:11])[c:6]([NH2:8])[cH:7]1.[K+:19].[OH-:18]>>[c:2]1([O:17][CH2:16][CH2:15][O:14][CH3:13])[c:3]([I:12])[cH:4][c:5]([N+:9](=[O:10])[O-:11])[c:6]([NH2:8])[cH:7]1. Reactants: ClC1=C(C#N)C=CC(=C1C)N1C(N2[C@H]([C@H]1C(F)(F)F)[C@@H](CC2)O[Si](C)(C)C(C)(C)C)=O ((1S,7R,7aR)-2-Chloro-4-(7-tert-butyl-dimethylsilanyloxy-1-trifluoromethyl-3-oxohexahydropyrrolo[1,2-c]imidazol-2-yl)-3-methylbenzonitrile), CCCC[N+](CCCC)(CCCC)CCCC.[F-] (TBAF), [Cl-].[NH4+] (ammonium chloride), CCOC(=O)C (EtOAc), CCCC[N+](CCCC)(CCCC)CCCC.[F-] (TBAF). The solvent is C1CCOC1 (THF), C1CCOC1 (THF). Run at time 1 hour. Yields the product ClC1=C(C#N)C=CC(=C1C)N1C(N2[C@H]([C@H]1C(F)(F)F)[C@@H](CC2)O)=O ((1S,7R,7aR)-2-Chloro-4-(7-hydroxy-1-trifluoromethyl-3-oxohexahydropyrrolo[1,2-c]imidazol-2-yl)-3-methylbenzonitrile). The yield is 84.9%. As a reaction SMILES: [Cl:1][C:2]1[C:9]([CH3:10])=[C:8]([N:11]2[C@H:15]([C:16]([F:19])([F:18])[F:17])[C@@H:14]3[C@H:20]([O:23][Si](C(C)(C)C)(C)C)[CH2:21][CH2:22][N:13]3[C:12]2=[O:31])[CH:7]=[CH:6][C:3]=1[C:4]#[N:5].CCCC[N+](CCCC)(CCCC)CCCC.[F-].[Cl-].[NH4+].CCOC(C)=O>C1COCC1>[Cl:1][C:2]1[C:9]([CH3:10])=[C:8]([N:11]2[C@H:15]([C:16]([F:18])([F:19])[F:17])[C@@H:14]3[C@H:20]([OH:23])[CH2:21][CH2:22][N:13]3[C:12]2=[O:31])[CH:7]=[CH:6][C:3]=1[C:4]#[N:5] |f:1.2,3.4|. Procedure details: To 66D (956 mg, 2.02 mmol) in THF (20 mL) was added a 1 M THF solution of TBAF (2.02 mL, 2.02 mmol). After stirring at rt for 1 h, additional TBAF was added (500 μL) and the reaction was stirred for 45 min. Saturated aqueous ammonium chloride and EtOAc were added and the layers were separated. The organic layer was washed with brine then dried (MgSO4), filtered and concentrated. The resulting residue was purified via preparative HPLC (YMC ODS C-18, 30×250 mm, eluting with 50-80% solvent B (A=90%...